From a dataset of the Open Reaction Database (ORD), a public repository of structured organic reaction records. describe an organic reaction: reactants, conditions, products, and yield The reactants are C1CCOC1, CCOC(C)=O, CO, O=Cc1cc2cc([N+](=O)[O-])cnc2n1S(=O)(=O)c1ccccc1, O. Product: O=[N+]([O-])c1cnc2c(c1)cc(CO)n2S(=O)(=O)c1ccccc1. As a reaction SMILES: [CH2:31]1[O:32][CH2:33][CH2:34][CH2:35]1.[CH3:25][CH2:26][O:27][C:28](=[O:29])[CH3:30].[CH3:36][OH:37].[N+:1](=[O:2])([O-:3])[c:4]1[cH:5][c:6]2[c:7]([n:8][cH:9]1)[n:10]([S:15](=[O:16])(=[O:17])[c:18]1[cH:19][cH:20][cH:21][cH:22][cH:23]1)[c:11]([CH:13]=[O:14])[cH:12]2.[OH2:24]>>[N+:1](=[O:2])([O-:3])[c:4]1[cH:5][c:6]2[c:7]([n:8][cH:9]1)[n:10]([S:15](=[O:16])(=[O:17])[c:18]1[cH:19][cH:20][cH:21][cH:22][cH:23]1)[c:11]([CH2:13][OH:14])[cH:12]2. Reactants: O=C([O-])C(=O)[O-], [Li]CCCC, CN(C)CCN(C)C, CCCCCC, O=C(c1ccc(Cl)cc1)c1ccc(Cl)cc1, Clc1ccc(Cn2ccnc2)cc1, C1CCOC1. The product is OC(c1ccc(Cl)cc1)(c1ccc(Cl)cc1)c1nccn1Cc1ccc(Cl)cc1. As a reaction SMILES: [C:19]([O-:20])(=[O:21])[C:22]([O-:23])=[O:24].[CH2:1]([Li:2])[CH2:3][CH2:4][CH3:5].[CH3:25][N:26]([CH2:27][CH2:28][N:29]([CH3:30])[CH3:31])[CH3:32].[CH3:49][CH2:50][CH2:51][CH2:52][CH2:53][CH3:54].[Cl:33][c:34]1[cH:35][cH:36][c:37]([C:38](=[O:39])[c:40]2[cH:41][cH:42][c:43]([Cl:46])[cH:44][cH:45]2)[cH:47][cH:48]1.[Cl:6][c:7]1[cH:8][cH:9][c:10]([CH2:11][n:12]2[cH:13][n:14][cH:15][cH:16]2)[cH:17][cH:18]1.[O:55]1[CH2:56][CH2:57][CH2:58][CH2:59]1>>[Cl:6][c:7]1[cH:8][cH:9][c:10]([CH2:11][n:12]2[c:13]([C:38]([c:37]3[cH:36][cH:35][c:34]([Cl:33])[cH:48][cH:47]3)([OH:39])[c:40]3[cH:41][cH:42][c:43]([Cl:46])[cH:44][cH:45]3)[n:14][cH:15][cH:16]2)[cH:17][cH:18]1. Starting materials: CS(=O)(=O)O, CO, O=C(O)COCC(=O)N1CCCC(C(c2ccccc2)c2ccccc2)C1. Product: COC(=O)COCC(=O)N1CCCC(C(c2ccccc2)c2ccccc2)C1. Reaction SMILES: [CH3:28][S:29](=[O:30])(=[O:31])[OH:32].[CH3:33][OH:34].[CH:1]([c:2]1[cH:3][cH:4][cH:5][cH:6][cH:7]1)([c:8]1[cH:9][cH:10][cH:11][cH:12][cH:13]1)[CH:14]1[CH2:15][N:16]([C:20]([CH2:21][O:22][CH2:23][C:24](=[O:25])[OH:26])=[O:27])[CH2:17][CH2:18][CH2:19]1>>[CH:1]([c:2]1[cH:3][cH:4][cH:5][cH:6][cH:7]1)([c:8]1[cH:9][cH:10][cH:11][cH:12][cH:13]1)[CH:14]1[CH2:15][N:16]([C:20]([CH2:21][O:22][CH2:23][C:24](=[O:25])[O:26][CH3:28])=[O:27])[CH2:17][CH2:18][CH2:19]1. Starting materials: C1CCOC1, CCOC(C)=O, CCCCCCCCCCCCCCCCCCOc1cc(NC(=O)OCc2ccccc2)cc(OCCCOc2ccccc2)c1. Product: CCCCCCCCCCCCCCCCCCOc1cc(N)cc(OCCCOc2ccccc2)c1. RXN SMILES: [CH2:48]1[O:49][CH2:50][CH2:51][CH2:52]1.[CH3:53][CH2:54][O:55][C:56](=[O:57])[CH3:58].[c:1]1([CH2:2][O:3][C:4](=[O:5])[NH:10][c:11]2[cH:12][c:13]([O:28][CH2:29][CH2:30][CH2:31][CH2:32][CH2:33][CH2:34][CH2:35][CH2:36][CH2:37][CH2:38][CH2:39][CH2:40][CH2:41][CH2:42][CH2:43][CH2:44][CH2:45][CH3:46])[cH:14][c:15]([O:17][CH2:18][CH2:19][CH2:20][O:21][c:22]3[cH:23][cH:24][cH:25][cH:26][cH:27]3)[cH:16]2)[cH:6][cH:7][cH:8][cH:9][cH:47]1>>[NH2:10][c:11]1[cH:12][c:13]([O:28][CH2:29][CH2:30][CH2:31][CH2:32][CH2:33][CH2:34][CH2:35][CH2:36][CH2:37][CH2:38][CH2:39][CH2:40][CH2:41][CH2:42][CH2:43][CH2:44][CH2:45][CH3:46])[cH:14][c:15]([O:17][CH2:18][CH2:19][CH2:20][O:21][c:22]2[cH:23][cH:24][cH:25][cH:26][cH:27]2)[cH:16]1. The reactants are B, CCN(CC)c1ccccc1, CO, CC(C)c1cc2c(c(-c3ccc(F)cc3)c1C(O)c1ccc(C(F)(F)F)cc1)C(=O)CC1(CCC1)O2, NC1c2ccccc2CC1O, C1CCOC1. Yields the product CC(C)c1cc2c(c(-c3ccc(F)cc3)c1C(O)c1ccc(C(F)(F)F)cc1)C(O)CC1(CCC1)O2. Reaction SMILES: [BH3:28].[CH2:17]([N:18]([CH2:19][CH3:20])[c:21]1[cH:22][cH:23][cH:24][cH:25][cH:26]1)[CH3:27].[CH3:65][OH:66].[F:29][c:30]1[cH:31][cH:32][c:33](-[c:36]2[c:37]3[c:42]([cH:43][c:44]([CH:58]([CH3:59])[CH3:60])[c:45]2[CH:46]([c:47]2[cH:48][cH:49][c:50]([C:53]([F:54])([F:55])[F:56])[cH:51][cH:52]2)[OH:57])[O:41][C:40]2([CH2:39][C:38]3=[O:64])[CH2:61][CH2:62][CH2:63]2)[cH:34][cH:35]1.[NH2:1][CH:2]1[c:3]2[c:4]([cH:5][cH:6][cH:7][cH:8]2)[CH2:9][CH:10]1[OH:11].[O:12]1[CH2:13][CH2:14][CH2:15][CH2:16]1>>[F:29][c:30]1[cH:31][cH:32][c:33](-[c:36]2[c:37]3[c:42]([cH:43][c:44]([CH:58]([CH3:59])[CH3:60])[c:45]2[CH:46]([c:47]2[cH:48][cH:49][c:50]([C:53]([F:54])([F:55])[F:56])[cH:51][cH:52]2)[OH:57])[O:41][C:40]2([CH2:39][CH:38]3[OH:64])[CH2:61][CH2:62][CH2:63]2)[cH:34][cH:35]1. Reactants: N1CCC(CC1)C1OC2=C(CN3C1=CC=C3)C=CC=C2 (11-(piperidin-4-yl)-5H,11H-pyrrolo[2,1-c][1,4]benzoxazepine), ClCCN1C(NC2=C1C=CC=C2)=O (1-(2-chloroethyl)-1,3-dihydro-2H-benzimidazol-2-one), C(=O)([O-])[O-].[K+].[K+] (K2CO3). Run in CN(C)C=O (DMF). Conditions: temperature 80 celsius, time 3 hour. Product: C(C(=O)O)(=O)O.O=C1NC2=C(N1CCN1CCC(CC1)C1OC3=C(CN4C1=CC=C4)C=CC=C3)C=CC=C2 (11-{1-[2-(1,3-Dihydro-2-oxo-2H-benzimidazol-1-yl)ethyl]piperidin-4-yl}-5H,11H-pyrrolo[2,1-c][1,4]benzoxazepine oxalate). As a reaction SMILES: [NH:1]1[CH2:6][CH2:5][CH:4]([CH:7]2[C:13]3=[CH:14][CH:15]=[CH:16][N:12]3[CH2:11][C:10]3[CH:17]=[CH:18][CH:19]=[CH:20][C:9]=3[O:8]2)[CH2:3][CH2:2]1.Cl[CH2:22][CH2:23][N:24]1[C:28]2[CH:29]=[CH:30][CH:31]=[CH:32][C:27]=2[NH:26][C:25]1=[O:33].[C:34]([O-])([O-:36])=[O:35].[K+].[K+]>CN(C=O)C>[C:25]([OH:33])(=[O:8])[C:34]([OH:36])=[O:35].[O:33]=[C:25]1[N:24]([CH2:23][CH2:22][N:1]2[CH2:2][CH2:3][CH:4]([CH:7]3[C:13]4=[CH:14][CH:15]=[CH:16][N:12]4[CH2:11][C:10]4[CH:17]=[CH:18][CH:19]=[CH:20][C:9]=4[O:8]3)[CH2:5][CH2:6]2)[C:28]2[CH:29]=[CH:30][CH:31]=[CH:32][C:27]=2[NH:26]1 |f:2.3.4,6.7|. Reported procedure: To 50 ml DMF, were added 11-(piperidin-4-yl)-5H,11H-pyrrolo[2,1-c][1,4]benzoxazepine (4.0 g, 0.015 mole), 1-(2-chloroethyl)-1,3-dihydro-2H-benzimidazol-2-one (3.9 g, 0.02 mole), milled K2CO3 (20 g, 0.15 mole) and KI (0.01 g). After stirring at 80° C. for three hours, the mixture was cooled, filtered and evaporated to an oil, which was stirred with water and extracted with ethyl acetate. The ethyl acetate layer was washed twice with water and dried (saturated NaCl, anhydrous MgSO4). Reaction SMILES: [C:1]([N:8]1[CH2:13][CH2:12][N:11]([C:14](=[O:17])[NH:15][CH3:16])[CH2:10][CH2:9]1)(OC(C)(C)C)=O.Cl.CCOC(C)=O.[Cl:25][C:26]1[CH:31]=[C:30](CCl)[CH:29]=[CH:28][N:27]=1.C([O-])([O-])=O.[K+].[K+]>CN(C=O)C>[Cl:25][C:26]1[CH:31]=[C:30]([CH2:1][N:8]2[CH2:9][CH2:10][N:11]([C:14](=[O:17])[NH:15][CH3:16])[CH2:12][CH2:13]2)[CH:29]=[CH:28][N:27]=1 |f:1.2,4.5.6|. Reported procedure: 1-Boc-4-(N-methylcarbamoyl)piperazine was treated with 8 M HCl/EtOAc to afford a salt, then the salt (1.0 equiv) was mixed with 2-chloro-4-(chloromethyl)pyridine (1.0 equiv) (Preparation B-11) and K2CO3 (4 equiv) in DMF. The mixture was stirred for 1 h at rt. After removing most of the solvent, the residue was partitioned in water and EtOAc. The organic layer was separated, dried over anhydrous Na2SO4, and evaporated in vacuo. The residue was purified by flash chromatography to give the title co... The yield is 90.0%. Reaction conditions: time 1 hour. Run in CN(C)C=O (DMF). Reactants: C(=O)(OC(C)(C)C)N1CCN(CC1)C(NC)=O (1-Boc-4-(N-methylcarbamoyl)piperazine), Cl.CCOC(=O)C (HCl EtOAc), salt, ClC1=NC=CC(=C1)CCl (2-chloro-4-(chloromethyl)pyridine), C(=O)([O-])[O-].[K+].[K+] (K2CO3). Yields the product ClC1=NC=CC(=C1)CN1CCN(CC1)C(NC)=O (1-(2-Chloro-pyridin-4-ylmethyl)-4-(N-methylcarbamoyl)piperazine). Starting materials: O([K])C.CO.C1(=CC=CC=C1)C (KOCH3 MeOH Toluene), FC1=NC=CC(=C1)C1=NN(C2=CC=C(C=C12)[N+](=O)[O-])C(C1=CC=CC=C1)(C1=CC=CC=C1)C1=CC=CC=C1 (3-(2-Fluoro-pyridin-4-yl)-5-nitro-1-trityl-1H-indazole). Reaction conditions: temperature 70 celsius, time 24 hour. Product: COC1=NC=CC(=C1)C1=NN(C2=CC=C(C=C12)[N+](=O)[O-])C(C1=CC=CC=C1)(C1=CC=CC=C1)C1=CC=CC=C1 (3-(2-Methoxy-pyridin-4-yl)-5-nitro-1-trityl-1H-indazole). Isolated yield 100.0%. Reaction SMILES: [O:1]([CH3:3])[K].CO.C1(C)C=CC=CC=1.F[C:14]1[CH:19]=[C:18]([C:20]2[C:28]3[C:23](=[CH:24][CH:25]=[C:26]([N+:29]([O-:31])=[O:30])[CH:27]=3)[N:22]([C:32]([C:45]3[CH:50]=[CH:49][CH:48]=[CH:47][CH:46]=3)([C:39]3[CH:44]=[CH:43][CH:42]=[CH:41][CH:40]=3)[C:33]3[CH:38]=[CH:37][CH:36]=[CH:35][CH:34]=3)[N:21]=2)[CH:17]=[CH:16][N:15]=1>>[CH3:3][O:1][C:14]1[CH:19]=[C:18]([C:20]2[C:28]3[C:23](=[CH:24][CH:25]=[C:26]([N+:29]([O-:31])=[O:30])[CH:27]=3)[N:22]([C:32]([C:45]3[CH:50]=[CH:49][CH:48]=[CH:47][CH:46]=3)([C:39]3[CH:44]=[CH:43][CH:42]=[CH:41][CH:40]=3)[C:33]3[CH:38]=[CH:37][CH:36]=[CH:35][CH:34]=3)[N:21]=2)[CH:17]=[CH:16][N:15]=1 |f:0.1.2|. Reported procedure: In a 250 ml pressure vessel, 3-(2-Fluoro-pyridin-4-yl)-5-nitro-1-trityl-1H-indazole 3BV (5.005 g, 10.0 mmole) was dissolved in 0.1N KOCH3/MeOH/Toluene (Acros, 150 mL, 15.0 mmole) under dry N2 gas. The pressure vessel was tightly sealed and heated under stirring at 70° C. for 24 hours. The pressure vessel was cooled to 0° C. in ice-bath before opening. The contents of the pressure vessel were transferred to 500 ml RBF and evaporated to dryness. The resulting solid was dissolved in CH2Cl2 and wash... The reactants are C(CCC)[Li] (n-butyllithium), CC1(NC(CCC1)(C)C)C (2,2,6,6-tetramethylpiperidine), ClC1=NOC2=C1C=CC(=C2F)F (3-chloro-6,7-difluorobenzo[d]isoxazole), ClC1=NOC2=C1C=CC(=C2F)F (3-chloro-6,7-difluorobenzo[d]isoxazole), CN(C)C=O (DMF), C(C)(=O)O (acetic acid). Solvent: C1CCOC1 (THF), CCOC(=O)C (EtOAc), C1CCOC1 (THF), CCOCC (Et2O). Conditions: temperature 0 celsius, time 1 hour. Product: ClC1=NOC2=C1C=C(C(=C2F)F)C=O (3-chloro-6,7-difluorobenzo[d]isoxazole-5-carbaldehyde). Yield: 115.6%. Reaction SMILES: C([Li])CCC.CC1(C)CCCC(C)(C)N1.[Cl:16][C:17]1[C:21]2[CH:22]=[CH:23][C:24]([F:27])=[C:25]([F:26])[C:20]=2[O:19][N:18]=1.CN([CH:31]=[O:32])C.C(O)(=O)C>C1COCC1.CCOCC.CCOC(C)=O>[Cl:16][C:17]1[C:21]2[CH:22]=[C:23]([CH:31]=[O:32])[C:24]([F:27])=[C:25]([F:26])[C:20]=2[O:19][N:18]=1. Procedure: A solution of n-butyllithium (2.5 M in hexanes) (16.7 ml, 42 mmol) was added slowly to a solution of 2,2,6,6-tetramethylpiperidine (7.6 ml, 45 mmol) in THF (50 ml) cooled in a dry ice-acetone bath. The solution was warmed to 0° C. and re-cooled in a dry-ice acetone bath before transferring via syringe to a solution of 3-chloro-6,7-difluorobenzo[d]isoxazole (Intermediate 529, 5.64 g, 30 mmol) in THF (50 ml). After 1 hour stirring, DMF (1.0 ml, 13.2 mmol) was added all at once and the mixture was ... Starting materials: [BH4-], COCCCc1ccccc1-c1cc(C(F)(F)F)c(C(=O)OC)cn1, CO, [Na+], O. The product is COCCCc1ccccc1-c1cc(C(F)(F)F)c(CO)cn1. As a reaction SMILES: [BH4-:26].[CH3:1][O:2][CH2:3][CH2:4][CH2:5][c:6]1[c:7](-[c:12]2[n:13][cH:14][c:15]([C:16](=[O:17])[O:18][CH3:19])[c:20]([C:22]([F:23])([F:24])[F:25])[cH:21]2)[cH:8][cH:9][cH:10][cH:11]1.[CH3:28][OH:29].[Na+:27].[OH2:30]>>[CH3:1][O:2][CH2:3][CH2:4][CH2:5][c:6]1[c:7](-[c:12]2[n:13][cH:14][c:15]([CH2:16][OH:17])[c:20]([C:22]([F:23])([F:24])[F:25])[cH:21]2)[cH:8][cH:9][cH:10][cH:11]1.